Dataset: the Open Reaction Database (ORD), a public repository of structured organic reaction records. Task: describe an organic reaction: reactants, conditions, products, and yield The reactants are BrC=1C=C(C(=NC1)N)OC(C)C1=C(C(=CC=C1Cl)F)Cl (5-bromo-3-[1-(2,6-dichloro-3-fluoro-phenyl)-ethoxy]-pyridin-2-ylamine), BrC1=CC(=C(C=C1)B(O)O)F (4-bromo-2-fluoro-phenyl boronic acid), CP(C)=O (dimethylphosphine oxide). Product: ClC1=C(C(=CC=C1F)Cl)C(C)OC=1C(=NC=C(C1)C1=C(C=C(C=C1)P(=O)(C)C)F)N (3-[1-(2,6-dichloro-3-fluoro-phenyl)ethoxy]-5-(4-dimethylphosphoryl-2-fluoro-phenyl)pyridin-2-amine). RXN SMILES: Br[C:2]1[CH:3]=[C:4]([O:9][CH:10]([C:12]2[C:17]([Cl:18])=[CH:16][CH:15]=[C:14]([F:19])[C:13]=2[Cl:20])[CH3:11])[C:5]([NH2:8])=[N:6][CH:7]=1.Br[C:22]1[CH:27]=[CH:26][C:25](B(O)O)=[C:24]([F:31])[CH:23]=1.[CH3:32][PH:33](=[O:35])[CH3:34]>>[Cl:20][C:13]1[C:14]([F:19])=[CH:15][CH:16]=[C:17]([Cl:18])[C:12]=1[CH:10]([O:9][C:4]1[C:5]([NH2:8])=[N:6][CH:7]=[C:2]([C:25]2[CH:26]=[CH:27][C:22]([P:33]([CH3:34])([CH3:32])=[O:35])=[CH:23][C:24]=2[F:31])[CH:3]=1)[CH3:11]. Procedure details: The title compound was prepared from 5-bromo-3-[1-(2,6-dichloro-3-fluoro-phenyl)-ethoxy]-pyridin-2-ylamine, 4-bromo-2-fluoro-phenyl boronic acid, and dimethylphosphine oxide following the same procedures as Example 1 Step 1 and Step 3; ESMS: m/z 471 (M+H)+. Starting materials: C(C)(C)(C)C1=CC=C(COC2=C(C=CC=C2)/C=C/C(CCC2=CC=C(C(=O)OC)C=C2)CCCCC#N)C=C1 (methyl 4-[3-((E)-2-{2-[(4-tert-butylbenzyl)oxy]phenyl}vinyl)-7-cyanoheptyl)benzoate), C[Si](C)(C)N=[N+]=[N-] (trimethylsilyl azide), C(CCC)[Sn](CCCC)=O (di-n-butyltin oxide). The solvent is C1(=CC=CC=C1)C (toluene). Run at temperature 80 celsius. Product: C(C)(C)(C)C1=CC=C(COC2=C(C=CC=C2)/C=C/C(CCC2=CC=C(C(=O)OC)C=C2)CCCCC2=NN=NN2)C=C1 (Methyl 4-[3-((E)-2-{2-[(4-tert-butylbenzyl)oxy]phenyl}vinyl)-7-(1H-tetrazol-5-yl)heptyl]benzoate). Reaction SMILES: [C:1]([C:5]1[CH:39]=[CH:38][C:8]([CH2:9][O:10][C:11]2[CH:16]=[CH:15][CH:14]=[CH:13][C:12]=2/[CH:17]=[CH:18]/[CH:19]([CH2:32][CH2:33][CH2:34][CH2:35][C:36]#[N:37])[CH2:20][CH2:21][C:22]2[CH:31]=[CH:30][C:25]([C:26]([O:28][CH3:29])=[O:27])=[CH:24][CH:23]=2)=[CH:7][CH:6]=1)([CH3:4])([CH3:3])[CH3:2].C[Si]([N:44]=[N+:45]=[N-:46])(C)C.C([Sn](=O)CCCC)CCC>C1(C)C=CC=CC=1>[C:1]([C:5]1[CH:39]=[CH:38][C:8]([CH2:9][O:10][C:11]2[CH:16]=[CH:15][CH:14]=[CH:13][C:12]=2/[CH:17]=[CH:18]/[CH:19]([CH2:32][CH2:33][CH2:34][CH2:35][C:36]2[NH:46][N:45]=[N:44][N:37]=2)[CH2:20][CH2:21][C:22]2[CH:31]=[CH:30][C:25]([C:26]([O:28][CH3:29])=[O:27])=[CH:24][CH:23]=2)=[CH:7][CH:6]=1)([CH3:4])([CH3:2])[CH3:3]. Procedure details: A solution of 200 mg (0.38 mmol) of methyl 4-[3-((E)-2-{2-[(4-tert-butylbenzyl)oxy]phenyl}vinyl)-7-cyanoheptyl)benzoate in 3 ml of toluene is mixed with 660 mg (5.73 mmol) of trimethylsilyl azide and 142.6 mg (0.57 mmol) of di-n-butyltin oxide and heated to 80° C. for 12 hours. After cooling to room temperature, the mixture is washed with saturated sodium bicarbonate solution. The organic phase is separated off, washed with saturated sodium chloride solution and dried over sodium sulfate. After ... Reactants: CC=1C=CC=C2C(C(NC12)=O)=O (7-methylisatin), P(Cl)(Cl)(Cl)(Cl)Cl (phosphorous pentachloride). Yields the product [Cl-].CC=1C=CC=C2C(C(NC12)=O)=O (7-methylisatin chloride). RXN SMILES: [CH3:1][C:2]1[CH:3]=[CH:4][CH:5]=[C:6]2[C:10]=1[NH:9][C:8](=[O:11])[C:7]2=[O:12].P(Cl)(Cl)(Cl)(Cl)[Cl:14]>>[Cl-:14].[CH3:1][C:2]1[CH:3]=[CH:4][CH:5]=[C:6]2[C:10]=1[NH:9][C:8](=[O:11])[C:7]2=[O:12] |f:2.3|. Reported procedure: By reacting 7-methylisatin with phosphorous pentachloride, there is obtained 7-methylisatin chloride which, on reaction with 5,6,7-trichloro 3(2H)-thianaphtheneone, yields 5,6,7-trichloro-7'-methyl-2'-indole-2-thianaphthene indigo, which also is useful as a dyestuff. The reactants are C(C)C1=C(C(=O)O)C=CN=C1N (ethyl 2-aminoisonicotinic acid), N1=CC=CC=C1 (pyridine), C(C)(=O)Cl (acetyl chloride), ice. Reaction conditions: time 2 hour. Yields the product C(C)(=O)NC=1C=C(C(=O)OCC)C=CN1 (ethyl 2-acetamidoisonicotinate). Reaction SMILES: C([C:3]1[C:11]([NH2:12])=[N:10][CH:9]=[CH:8][C:4]=1[C:5]([OH:7])=[O:6])C.[C:13](Cl)(=[O:15])[CH3:14].N1C=CC=[CH:19][CH:18]=1>>[C:13]([NH:12][C:11]1[CH:3]=[C:4]([CH:8]=[CH:9][N:10]=1)[C:5]([O:7][CH2:18][CH3:19])=[O:6])(=[O:15])[CH3:14]. Procedure details: A solution of 2-chloroisonicotinic acid (25.0 g, 0.16 mol) in 65 mL of concentrated ammonium hydroxide was warmed to 205 Celsius in a steel bomb for 72 h. After cooling to 23 C., the solution was acidified to a pH of 1 using 6N HCl and subsequently filtered to remove unreacted starting material. The solution was concentrated to one fourth the original volume (approx 200 mL) in vacuo, and carefully adjusted to a pH of 6 using 1 N NaOH. After storing the cloudy solution at 0 C. for 20 h, the desir... The reactants are N[C@@H](CS)C(=O)O (Cys), C1=CC(=C(N=C1)C2=C(C=CC(=C2)Br)F)F (0-pyridine), C(C1=CC=CC=C1)(C1=CC=CC=C1)N (Benzhydrylamine), N([C@@H](CSCC1=C(OC)C=C(OC)C=C1)C(=O)O)C(=O)OC(C)(C)C (Boc-Cys(Dmb)-OH), C1(CCCCC1)N=C=NC1CCCCC1 (dicyclohexyl carbodiimide). Solvent: C(Cl)Cl (CH2Cl2). The product is N([C@@H](CSCC1=C(OC)C=C(OC)C=C1)C(=O)O)C(=O)OC(C)(C)C.C(C1=CC=CC=C1)(C1=CC=CC=C1)N (Boc-Cys(Dmb) Benzhydrylamine). RXN SMILES: [CH:1]([NH2:14])([C:8]1[CH:13]=[CH:12][CH:11]=[CH:10][CH:9]=1)[C:2]1[CH:7]=[CH:6][CH:5]=[CH:4][CH:3]=1.[NH:15]([C:33]([O:35][C:36]([CH3:39])([CH3:38])[CH3:37])=[O:34])[C@H:16]([C:30]([OH:32])=[O:31])[CH2:17][S:18][CH2:19][C:20]1[CH:29]=[CH:28][C:25]([O:26][CH3:27])=[CH:24][C:21]=1[O:22][CH3:23].C1(N=C=NC2CCCCC2)CCCCC1.N[C@H](C(O)=O)CS.C1C=NC(C2C=C(Br)C=CC=2F)=C(F)C=1>C(Cl)Cl>[NH:15]([C:33]([O:35][C:36]([CH3:39])([CH3:38])[CH3:37])=[O:34])[C@H:16]([C:30]([OH:32])=[O:31])[CH2:17][S:18][CH2:19][C:20]1[CH:29]=[CH:28][C:25]([O:26][CH3:27])=[CH:24][C:21]=1[O:22][CH3:23].[CH:1]([NH2:14])([C:8]1[CH:9]=[CH:10][CH:11]=[CH:12][CH:13]=1)[C:2]1[CH:7]=[CH:6][CH:5]=[CH:4][CH:3]=1 |f:6.7|. Reported procedure: Benzhydrylamine-resin (BHA) (20 g, 0.5-0.7 meg/g) was coupled with Boc-Cys(Dmb)-OH (13.24g, 40.7mmol) in CH2Cl2 (250 mL) with dicyclohexyl carbodiimide (DCC) (8g,) for 4 hours. The resultant Boc-Cys(Dmb)-BHA- resin was washed with CH2Cl2 (3×300mL), DMF (2×300mL), MeOH (3×300mL), CH2Cl2 (3×300mL) and dried. An aliquot was hydrolyzed (1mL of 6M propionic HCl at 130° for 2 hours). Amino acid analysis showed a substitution of 0.52 mmol of Cys per gram of resin. The remaining amino groups were acetyl... Reactants: Intermediate 6, N1(CCS(CC1)(=O)=O)C(N)=S (4-thiomorpholinecarbothioamide 1,1-dioxide), ClC1=NC=CC(=N1)CC(=O)C=1C(=C(C=CC1)NS(=O)(=O)C1=C(C=CC=C1F)F)F (N-{3-[(2-chloro-4-pyrimidinyl)acetyl]-2-fluorophenyl}-2,6-difluorobenzenesulfonamide), C1CC(=O)N(C1=O)Br (NBS). Yields the product ClC1=NC=CC(=N1)C1=C(N=C(S1)N1CCS(CC1)(=O)=O)C=1C(=C(C=CC1)NS(=O)(=O)C1=C(C=CC=C1F)F)F (N-{3-[5-(2-Chloro-4-pyrimidinyl)-2-(1,1-dioxido-4-thiomorpholinyl)-1,3-thiazol-4-yl]-2-fluorophenyl}-2,6-difluorobenzenesulfonamide). Isolated yield 90.0%. RXN SMILES: [Cl:1][C:2]1[N:7]=[C:6]([CH2:8][C:9]([C:11]2[C:12]([F:29])=[C:13]([NH:17][S:18]([C:21]3[C:26]([F:27])=[CH:25][CH:24]=[CH:23][C:22]=3[F:28])(=[O:20])=[O:19])[CH:14]=[CH:15][CH:16]=2)=O)[CH:5]=[CH:4][N:3]=1.C1C(=O)N(Br)C(=O)C1.[N:38]1([C:46](=[S:48])[NH2:47])[CH2:43][CH2:42][S:41](=[O:45])(=[O:44])[CH2:40][CH2:39]1>>[Cl:1][C:2]1[N:7]=[C:6]([C:8]2[S:48][C:46]([N:38]3[CH2:43][CH2:42][S:41](=[O:45])(=[O:44])[CH2:40][CH2:39]3)=[N:47][C:9]=2[C:11]2[C:12]([F:29])=[C:13]([NH:17][S:18]([C:21]3[C:26]([F:27])=[CH:25][CH:24]=[CH:23][C:22]=3[F:28])(=[O:20])=[O:19])[CH:14]=[CH:15][CH:16]=2)[CH:5]=[CH:4][N:3]=1. Procedure: Following a procedure analogous to Intermediate 6 using N-{3-[(2-chloro-4-pyrimidinyl)acetyl]-2-fluorophenyl}-2,6-difluorobenzenesulfonamide (1.5 g, 3.40 mmol), NBS (0.60 g, 3.40 mmol) and 4-thiomorpholinecarbothioamide 1,1-dioxide (0.80 g, 4.12 mmol) the title compound of Step A was obtained (1.88 g, 90% yield). 1H NMR (400 MHz, DMSO-d6) δ ppm 10.94 (br. s., 1H), 8.34 (d, J=5.1 Hz, 1H), 7.59-7.78 (m, 1H), 7.37-7.52 (m, 2H), 7.32 (t, J=7.7 Hz, 1H), 7.25 (t, J=9.1 Hz, 2H), 6.55 (d, J=4.9 Hz, 1H),... Starting materials: C(C)N(CCN1N=C2C=3C(=C(C=CC13)CN)SC1=C2C=CC=C1)CC ((2-(Diethylamino)ethyl]-2H-[1]-benzothiopyrano[4,3,2-cd]indazole-5-methanamine), CCCCCC.CCOC(=O)C (hexane EtOAc), CCOC(=O)C (EtOAc), CC(C)O (IPA). Run in C(Cl)Cl (CH2Cl2), C(Cl)Cl (CH2Cl2). Yields the product C(C)N(CCN1N=C2C=3C(=C(C=CC13)CN)SC1=C2C=C(C=C1)OC)CC ((2-(Diethylamino)ethy]-9-methoxy-2H-[1]-benzothiopyrano[4,3,2-cd]indazole-5-methanamine). Yield: 90.0%. As a reaction SMILES: [CH2:1]([N:3]([CH2:24][CH3:25])[CH2:4][CH2:5][N:6]1[C:14]2[CH:13]=[CH:12][C:11]([CH2:15][NH2:16])=[C:10]3[S:17][C:18]4[CH:23]=[CH:22][CH:21]=[CH:20][C:19]=4[C:8]([C:9]=23)=[N:7]1)[CH3:2].CCCCCC.C[CH2:33][O:34]C(C)=O.CCOC(C)=O.CC(O)C>C(Cl)Cl>[CH2:24]([N:3]([CH2:1][CH3:2])[CH2:4][CH2:5][N:6]1[C:14]2[CH:13]=[CH:12][C:11]([CH2:15][NH2:16])=[C:10]3[S:17][C:18]4[CH:23]=[CH:22][C:21]([O:34][CH3:33])=[CH:20][C:19]=4[C:8]([C:9]=23)=[N:7]1)[CH3:25] |f:1.2|. Reported procedure: The compound is prepared via the same procedure used to synthesize the compound of Example 8. Pure material is obtained by flash chromatography [hexane:EtOAc (50:50), EtOAc, CH2Cl2, 0.5-1% IPA in CH2Cl2 ] in 90% yield: mp 74°-76° C. 1H NMR (CDCl3) 0.96 (6H; t), 2.52 (4H; q), 2.88 (2H; t), 3.72 (2H; s), 3.82 (3H; s), 4.28 (2H; t), 6.70-6.80 (2H; m), 7.10 (1H; d), 7.62 (1H; d)ppm. MS m/z 383 (MH+). Anal (C21H26N4OS) C, H, N.